From a dataset of the Open Reaction Database (ORD), a public repository of structured organic reaction records. describe an organic reaction: reactants, conditions, products, and yield The product is COC(=O)c1cc(I)c(C#N)cc1F. RXN SMILES: [CH2:32]1[O:33][CH2:34][CH2:35][CH2:36]1.[CH3:18][CH:19]([CH2:20][CH2:21][O:22][N:23]=[O:24])[CH3:25].[CH3:26][CH2:27][O:28][C:29](=[O:30])[CH3:31].[Cu:37][I:38].[I:15][CH2:16][I:17].[NH2:1][c:2]1[c:3]([C:13]#[N:14])[cH:4][c:5]([F:12])[c:6]([C:7](=[O:8])[O:9][CH3:10])[cH:11]1.[OH2:39]>>[c:2]1([I:15])[c:3]([C:13]#[N:14])[cH:4][c:5]([F:12])[c:6]([C:7](=[O:8])[O:9][CH3:10])[cH:11]1. The reactants are C1CCOC1, CC(C)CCON=O, CCOC(C)=O, [Cu]I, ICI, COC(=O)c1cc(N)c(C#N)cc1F, O.